This data is from the Open Reaction Database (ORD), a public repository of structured organic reaction records. The task is: describe an organic reaction: reactants, conditions, products, and yield The reactants are Cl.Cl.N1N=CC2=CC(=CC=C12)NC1=NC(=NC2=CC=C(C=C12)OCCN1CCN(CC1)C)C=1C=C(C=CC1)NC(CCC)=O (N-(3-(4-(1H-indazol-5-ylamino)-6-(2-(4-methylpiperazin-1-yl)ethoxy)quinazolin-2-yl)phenyl)butyramide di-hydrochloride salt). Solvent: C(Cl)Cl (CH2Cl2). Conditions: time 4 hour. Product: N1N=CC2=CC(=CC=C12)NC1=NC(=NC2=CC=C(C=C12)OCCN1CCN(CC1)C)C=1C=C(C=CC1)NC(CCC)=O (N-(3-(4-(1H-indazol-5-ylamino)-6-(2-(4-methylpiperazin-1-yl)ethoxy)-quinazolin-2-yl)phenyl)butyramide). Reaction SMILES: Cl.Cl.[NH:3]1[C:11]2[C:6](=[CH:7][C:8]([NH:12][C:13]3[C:22]4[C:17](=[CH:18][CH:19]=[C:20]([O:23][CH2:24][CH2:25][N:26]5[CH2:31][CH2:30][N:29]([CH3:32])[CH2:28][CH2:27]5)[CH:21]=4)[N:16]=[C:15]([C:33]4[CH:34]=[C:35]([NH:39][C:40](=[O:44])[CH2:41][CH2:42][CH3:43])[CH:36]=[CH:37][CH:38]=4)[N:14]=3)=[CH:9][CH:10]=2)[CH:5]=[N:4]1>C(Cl)Cl>[NH:3]1[C:11]2[C:6](=[CH:7][C:8]([NH:12][C:13]3[C:22]4[C:17](=[CH:18][CH:19]=[C:20]([O:23][CH2:24][CH2:25][N:26]5[CH2:27][CH2:28][N:29]([CH3:32])[CH2:30][CH2:31]5)[CH:21]=4)[N:16]=[C:15]([C:33]4[CH:34]=[C:35]([NH:39][C:40](=[O:44])[CH2:41][CH2:42][CH3:43])[CH:36]=[CH:37][CH:38]=4)[N:14]=3)=[CH:9][CH:10]=2)[CH:5]=[N:4]1 |f:0.1.2|. Procedure: The combined compounds were taken up in CH2Cl2 (2 mL) TFA (4 mL) was added. The resulting mixture was stirred at RT for 4 h, upon which the volatiles were removed in vacuo. The residue was neutralized with sat. NaHCO3 and extracted with THF (3×25 mL). The combined organics were washed with brine (1×20 mL), dried (Na2SO4) and purified by preparative TLC (SiO2, CH2Cl2:MeOH:NH4OH 9:1:0.1). The purified compound was taken up in CH2Cl2 (2 mL) and HCl (4M in 1,4 dioxane, 10 mL) and was stirred at RT f... The reactants are C1(=CC=CC=C1)S(=O)(=O)C1=CC2=C(C=C1)C=1CNCCC1O2 (7-(phenylsulfonyl)-1,2,3,4-tetrahydrobenzofuro[3,2-c]pyridine), Cl (HCl). Yields the product Cl.C1(=CC=CC=C1)S(=O)(=O)C1=CC2=C(C=C1)C=1CNCCC1O2 (7-(phenylsulfonyl)-1,2,3,4-tetrahydrobenzofuro[3,2-c]pyridine hydrochloride). As a reaction SMILES: [C:1]1([S:7]([C:10]2[CH:15]=[CH:14][C:13]3[C:16]4[CH2:17][NH:18][CH2:19][CH2:20][C:21]=4[O:22][C:12]=3[CH:11]=2)(=[O:9])=[O:8])[CH:6]=[CH:5][CH:4]=[CH:3][CH:2]=1.[ClH:23]>>[ClH:23].[C:1]1([S:7]([C:10]2[CH:15]=[CH:14][C:13]3[C:16]4[CH2:17][NH:18][CH2:19][CH2:20][C:21]=4[O:22][C:12]=3[CH:11]=2)(=[O:9])=[O:8])[CH:6]=[CH:5][CH:4]=[CH:3][CH:2]=1 |f:2.3|. Procedure details: The product of step E was converted to the HCl salt using the procedure of Example 32, step C providing 7-(phenylsulfonyl)-1,2,3,4-tetrahydrobenzofuro[3,2-c]pyridine hydrochloride (22 mg, 94%, AUC HPLC 97.4%) as a white solid: mp 235-238° C.: 1H NMR (DMSO-d6, 300 MHz) δ 9.69 (br s, 2H), 8.27 (s, 1H), 7.98 (d, J=6.9 Hz, 2H), 7.89-7.81 (m, 2H), 7.70-7.56 (m, 3H), 4.33 (s, 2H), 3.53 (t, J=6.0 Hz, 2H), 3.16-3.14 (m, 2H); ESI MS m/z 314 [M+H]+.